Dataset: the Open Reaction Database (ORD), a public repository of structured organic reaction records. Task: describe an organic reaction: reactants, conditions, products, and yield Reactants: CCOC(=O)C(c1ccccc1)C(CC#N)c1ccc(OC)cc1, O=C([O-])O, ClCCl, CC(=O)O, [Na+]. The product is COc1ccc(C2CCNC(=O)C2c2ccccc2)cc1. RXN SMILES: [C:1](#[N:2])[CH2:3][CH:4]([CH:5]([C:6](=[O:7])[O:8][CH2:9][CH3:10])[c:11]1[cH:12][cH:13][cH:14][cH:15][cH:16]1)[c:17]1[cH:18][cH:19][c:20]([O:23][CH3:24])[cH:21][cH:22]1.[C:29](=[O:30])([OH:31])[O-:32].[CH2:34]([Cl:35])[Cl:36].[CH3:25][C:26](=[O:27])[OH:28].[Na+:33]>>[CH2:1]1[NH:2][C:6](=[O:7])[CH:5]([c:11]2[cH:12][cH:13][cH:14][cH:15][cH:16]2)[CH:4]([c:17]2[cH:18][cH:19][c:20]([O:23][CH3:24])[cH:21][cH:22]2)[CH2:3]1. As a reaction SMILES: [N:1]1[CH:6]=[CH:5][C:4](/[CH:7]=[CH:8]/[C:9]2[C:17]3[C:12](=[CH:13][C:14](/[CH:18]=[C:19]4/[C:20](=[O:28])[NH:21][C:22]5[C:27]/4=[CH:26][CH:25]=[CH:24][CH:23]=5)=[CH:15][CH:16]=3)[NH:11][N:10]=2)=[CH:3][CH:2]=1.[Cl:29]C1C=C2C(=CC=1)NC(=O)C2>>[Cl:29][C:25]1[CH:26]=[C:27]2[C:22](=[CH:23][CH:24]=1)[NH:21][C:20](=[O:28])/[C:19]/2=[CH:18]/[C:14]1[CH:13]=[C:12]2[C:17]([C:9](/[CH:8]=[CH:7]/[C:4]3[CH:5]=[CH:6][N:1]=[CH:2][CH:3]=3)=[N:10][NH:11]2)=[CH:16][CH:15]=1. Reactants: N1=CC=C(C=C1)/C=C/C1=NNC2=CC(=CC=C12)\C=C/1\C(NC2=CC=CC=C12)=O ((E)-3-((3-((E)-2-(pyridin-4-yl)vinyl)-1H-indazol-6-yl)methylene)indolin-2-one), solid, ClC=1C=C2CC(NC2=CC1)=O (5-chlorooxindole). Reported procedure: According to the procedure for the synthesis of (E)-3-((3-((E)-2-(pyridin-4-yl)vinyl)-1H-indazol-6-yl)methylene)indolin-2-one (Example A57), except substituting 5-chlorooxindole (14 mg, 0.08 mmol), the title compound was prepared as an orange solid (13.5 mg, 42%). 1H NMR (400 MHz, d6-DMSO) δ 13.63 (br s, 1H), 10.78 (br. s, 1H), 8.56 (d, J=4.0 Hz, 2H), 8.40 (d, J=10.0 Hz, 1H), 7.91 (s, 1H), 7.89 (d, J=13.2 Hz, 2H), 7.72 (d, J=3.5 Hz, 2H), 7.57 (d, J=12.0 Hz, 1H), 7.52 (d, J=12.0 Hz, 2H), 7.30 (d,... Yields the product ClC=1C=C2\C(\C(NC2=CC1)=O)=C/C1=CC=C2C(=NNC2=C1)\C=C\C1=CC=NC=C1 ((E)-5-chloro-3-((3-((E)-2-(pyridin-4-yl)vinyl)-1H-indazol-6-yl)methylene)indolin-2-one). Reactants: C1(CC1)N (cyclopropylamine), ClC1=C(C(=O)NC2CC2)C=C(C(=C1)[N+](=O)[O-])[N+](=O)[O-] (2-chloro-N-cyclopropyl-4,5-dinitrobenzamide), O (water). Solvent: ClCCCl (1,2-dichloroethane). Product: ClC1=C(C(=O)NC2CC2)C=C(C(=C1)NC1CC1)[N+](=O)[O-] (2-chloro-N-cyclopropyl-4-(cyclopropylamino)-5-nitrobenzamide). As a reaction SMILES: [Cl:1][C:2]1[CH:13]=[C:12]([N+:14]([O-])=O)[C:11]([N+:17]([O-:19])=[O:18])=[CH:10][C:3]=1[C:4]([NH:6][CH:7]1[CH2:9][CH2:8]1)=[O:5].[CH:20]1(N)[CH2:22][CH2:21]1.O>ClCCCl>[Cl:1][C:2]1[CH:13]=[C:12]([NH:14][CH:20]2[CH2:22][CH2:21]2)[C:11]([N+:17]([O-:19])=[O:18])=[CH:10][C:3]=1[C:4]([NH:6][CH:7]1[CH2:9][CH2:8]1)=[O:5]. Reported procedure: 2.00 g (5.95 mmol) of 2-chloro-N-cyclopropyl-4,5-dinitrobenzamide (see Synthesis Example 4, Stage 1) were initially charged in 150 ml of 1,2-dichloroethane, 0.85 g (14.88 mmol) of cyclopropylamine was added and the mixture was heated under reflux for three hours. After cooling, water was added and the 2-chloro-N-cyclopropyl-4-(cyclopropylamino)-5-nitrobenzamide was filtered off with suction and dried. Yield 1.16 g (66% of theory) Starting materials: ( 13 ), NC1=C(C(=NO1)C(=O)OCC)C1=CC=CC=C1 (ethyl 5-amino-4-phenyl-3-isoxazolecarboxylate), N(=O)[O-].[Na+] (sodium nitrite). The solvent is O (water), C(C)(=O)O (acetic acid), O (water), O1CCCC1 (tetrahydrofuran). Product: C1(=CC=CC=C1)C=1C(=NOC1)C(=O)OCC (ethyl 4-phenyl-3-isoxazolecarboxylate). Isolated yield 54.9%. Reaction SMILES: N[C:2]1[O:6][N:5]=[C:4]([C:7]([O:9][CH2:10][CH3:11])=[O:8])[C:3]=1[C:12]1[CH:17]=[CH:16][CH:15]=[CH:14][CH:13]=1.N([O-])=O.[Na+]>C(O)(=O)C.O.O1CCCC1>[C:12]1([C:3]2[C:4]([C:7]([O:9][CH2:10][CH3:11])=[O:8])=[N:5][O:6][CH:2]=2)[CH:13]=[CH:14][CH:15]=[CH:16][CH:17]=1 |f:1.2|. Procedure details: In an analogous manner to that described in J. Org. Chem. 50 (13) 1985, 2372-2375, 7.6 g (32.72 mmol) of ethyl 5-amino-4-phenyl-3-isoxazolecarboxylate in 160 ml of glacial acetic acid, 50 ml of water and 80 ml of tetrahydrofuran were treated portionwise at 15°-20° while stirring within 1 hour with a total of 22.6 g of sodium nitrite. The reaction mixture was thereafter poured into 1 liter of water and extracted 3 times with 400 ml of methylene chloride each time. The organic phases were combined... Reactants: BrC=1C2=C(SC1)C=CC(=C2)[N+](=O)[O-] (3-bromo-5-nitrobenzo[b]thiophene), N1=CC=C(C=C1)B(O)O (pyridin-4-ylboronic acid), C([O-])([O-])=O.[Na+].[Na+] (sodium carbonate). Solvent: COCCOC (DME), O (water). Product: [N+](=O)([O-])C1=CC2=C(SC=C2C2=CC=NC=C2)C=C1 (5-Nitro-3-(pyridin-4-yl)benzo[b]thiophene). The yield is 56.1%. As a reaction SMILES: Br[C:2]1[C:3]2[CH:10]=[C:9]([N+:11]([O-:13])=[O:12])[CH:8]=[CH:7][C:4]=2[S:5][CH:6]=1.[N:14]1[CH:19]=[CH:18][C:17](B(O)O)=[CH:16][CH:15]=1.C(=O)([O-])[O-].[Na+].[Na+]>COCCOC.O>[N+:11]([C:9]1[CH:8]=[CH:7][C:4]2[S:5][CH:6]=[C:2]([C:17]3[CH:18]=[CH:19][N:14]=[CH:15][CH:16]=3)[C:3]=2[CH:10]=1)([O-:13])=[O:12] |f:2.3.4|. Reported procedure: A stirred mixture of 3-bromo-5-nitrobenzo[b]thiophene (J.Amer. Chem. Soc, 1948, 1955) (4.2 g, 0.016 mole,) pyridin-4-ylboronic acid (2.0 g, 0.016 mole) and sodium carbonate (4.3 g, 0.048 mole) in DME (150 ml) and water (150 ml) was de-gassed by bubbling argon through for 15 minutes, then tetrakis(triphenylphosphine)palladium (0) (400 mg) was added and the mixture heated at reflux under argon for 18 hours. The reaction mixture was cooled and concentrated in vacuo to approx 150 ml volume, then aci... RXN SMILES: [Br:1]N1C(=O)CCC1=O.[CH2:9]=[C:10]1[N:11]=[C:12]([C:33]2[CH:38]=[CH:37][CH:36]=[CH:35][CH:34]=2)[O:13][C:14](=[O:32])/[C:15]/1=[CH:16]/[C:17](/[C:20]([C:22]1[N:30]2[C:25]([CH:26]=[CH:27][CH:28]=[CH:29]2)=[CH:24][C:23]=1[CH3:31])=[O:21])=[CH:18]\[CH3:19]>C(Cl)Cl.CN1C(=O)CCC1>[Br:1][C:24]1[C:23]([CH3:31])=[C:22]([C:20](/[C:17](=[CH:18]/[CH3:19])/[CH:16]=[C:15]2\[C:10](=[CH2:9])[N:11]=[C:12]([C:33]3[CH:34]=[CH:35][CH:36]=[CH:37][CH:38]=3)[O:13][C:14]\2=[O:32])=[O:21])[N:30]2[C:25]=1[CH:26]=[CH:27][CH:28]=[CH:29]2. Product: BrC=1C(=C(N2C=CC=CC12)C(=O)\C(\C=C\1/C(N=C(OC1=O)C1=CC=CC=C1)=C)=C\C)C ((5E)-5-{(2E)-2-[(1-bromo-2-methylindolizin-3-yl)carbonyl]but-2-en-1-ylidene}-4-methylidene-2-phenyl-4,5-dihydro-6H-1,3-oxazin-6-one). Run in C(Cl)Cl (DCM), CN1CCCC1=O (NMP). Reactants: BrN1C(CCC1=O)=O (N-Bromosuccinimide), C=C\1N=C(OC(/C1=C/C(=C\C)/C(=O)C1=C(C=C2C=CC=CN12)C)=O)C1=CC=CC=C1 ((5E)-4-methylidene-5-{(2E)-2-[(2-methylindolizin-3-yl)carbonyl]but-2-en-1-ylidene}-2-phenyl-4,5-dihydro-6H-1,3-oxazin-6-one). Reaction conditions: time 10 minute. Reported procedure: N-Bromosuccinimide (10.64 g; 59.8 mmol) is added portionwise to a solution of (5E)-4-methylidene-5-{(2E)-2-[(2-methylindolizin-3-yl)carbonyl]but-2-en-1-ylidene}-2-phenyl-4,5-dihydro-6H-1,3-oxazin-6-one (22.8 g; 59.8 mmol) in 350 mL of DCM and 105 mL of NMP. After 10 min of stirring at ambient temperature, the yellow precipitate formed is filtered off, washed with DCM and dried under vacuum to give 23.2 g (85%) of the yellow powder. Isolated yield 81.6%. Reactants: O (water), C([O-])([O-])=O.[K+].[K+] (Potassium carbonate), C1(CCCC1)Br (cyclopentyl bromide), COC=1C=C2C(=CC=NC2=CC1OC)OC=1C(=NC=CC1)O (6,7-Dimethoxy-4-(2-hydroxy-pyridin-3-yloxy)-quinoline). The solvent is C(Cl)(Cl)Cl (chloroform). Conditions: time 8 hour. The product is C1(CCCC1)OC1=NC=CC=C1OC1=CC=NC2=CC(=C(C=C12)OC)OC (4-(2-Cyclopentyloxy-pyridin-3-yloxy)-6,7-dimethoxy-quinoline). Isolated yield 55.0%. As a reaction SMILES: [CH3:1][O:2][C:3]1[CH:4]=[C:5]2[C:10](=[CH:11][C:12]=1[O:13][CH3:14])[N:9]=[CH:8][CH:7]=[C:6]2[O:15][C:16]1[C:17]([OH:22])=[N:18][CH:19]=[CH:20][CH:21]=1.C(=O)([O-])[O-].[K+].[K+].[CH:29]1(Br)[CH2:33][CH2:32][CH2:31][CH2:30]1.O>C(Cl)(Cl)Cl>[CH:29]1([O:22][C:17]2[C:16]([O:15][C:6]3[C:5]4[C:10](=[CH:11][C:12]([O:13][CH3:14])=[C:3]([O:2][CH3:1])[CH:4]=4)[N:9]=[CH:8][CH:7]=3)=[CH:21][CH:20]=[CH:19][N:18]=2)[CH2:33][CH2:32][CH2:31][CH2:30]1 |f:1.2.3|. Procedure: 6,7-Dimethoxy-4-(2-hydroxy-pyridin-3-yloxy)-quinoline (21 mg) was dissolved in chloroform (7 ml) to prepare a solution. Potassium carbonate (300 mg) and cyclopentyl bromide (0.2 ml) were added to the solution. The mixture was stirred at room temperature overnight, water was added to the reaction solution, and the mixture was extracted with ethyl acetate. The organic layer was washed with water and was dried over anhydrous sodium sulfate. The solvent was removed by distillation under the reduced ... The reactants are ClN1NC(=CC(=N1)Cl)NC=1C=C(C(=CC1)C=CC=1C(=CC(=CC1)NC1=CC(=NN(N1)Cl)Cl)S(=O)(=O)O)S(=O)(=O)O (4,4′-Bis-(2,4-dichlorotriazin-6-ylamino)-stilbene-2,2′-disulfonic acid), NC1=CC2=C(C=C(C=C2C=C1S(=O)(=O)O)S(=O)(=O)O)S(=O)(=O)O (2-aminonaphthalene-3,6,8-trisulfonic acid). The product is ClN1NC(=CC(=N1)NC1=CC2=C(C=C(C=C2C=C1S(=O)(=O)O)S(=O)(=O)O)S(=O)(=O)O)NC=1C=C(C(=CC1)C=CC=1C(=CC(=CC1)NC1=CC(=NN(N1)Cl)NC1=CC2=C(C=C(C=C2C=C1S(=O)(=O)O)S(=O)(=O)O)S(=O)(=O)O)S(=O)(=O)O)S(=O)(=O)O (4,4′-bis-[2-chloro-4-(3,6,8-trisulfonaphth-2-yl-amino-)triazin-6-ylamino]-stilbene-2,2′-disulfonic acid). Reaction SMILES: [Cl:1][N:2]1[N:7]=[C:6](Cl)[CH:5]=[C:4]([NH:9][C:10]2[CH:11]=[C:12]([S:37]([OH:40])(=[O:39])=[O:38])[C:13]([CH:16]=[CH:17][C:18]3[C:19]([S:33]([OH:36])(=[O:35])=[O:34])=[CH:20][C:21]([NH:24][C:25]4[NH:30][N:29]([Cl:31])[N:28]=[C:27](Cl)[CH:26]=4)=[CH:22][CH:23]=3)=[CH:14][CH:15]=2)[NH:3]1.[NH2:41][C:42]1[C:51]([S:52]([OH:55])(=[O:54])=[O:53])=[CH:50][C:49]2[C:44](=[C:45]([S:60]([OH:63])(=[O:62])=[O:61])[CH:46]=[C:47]([S:56]([OH:59])(=[O:58])=[O:57])[CH:48]=2)[CH:43]=1>>[Cl:1][N:2]1[N:7]=[C:6]([NH:41][C:42]2[C:51]([S:52]([OH:55])(=[O:54])=[O:53])=[CH:50][C:49]3[C:44](=[C:45]([S:60]([OH:63])(=[O:62])=[O:61])[CH:46]=[C:47]([S:56]([OH:59])(=[O:57])=[O:58])[CH:48]=3)[CH:43]=2)[CH:5]=[C:4]([NH:9][C:10]2[CH:11]=[C:12]([S:37]([OH:40])(=[O:39])=[O:38])[C:13]([CH:16]=[CH:17][C:18]3[C:19]([S:33]([OH:36])(=[O:35])=[O:34])=[CH:20][C:21]([NH:24][C:25]4[NH:30][N:29]([Cl:31])[N:28]=[C:27]([NH:41][C:42]5[C:51]([S:52]([OH:55])(=[O:54])=[O:53])=[CH:50][C:49]6[C:44](=[C:45]([S:60]([OH:63])(=[O:62])=[O:61])[CH:46]=[C:47]([S:56]([OH:59])(=[O:57])=[O:58])[CH:48]=6)[CH:43]=5)[CH:26]=4)=[CH:22][CH:23]=3)=[CH:14][CH:15]=2)[NH:3]1. Reported procedure: 4,4′-Bis-(2,4-dichlorotriazin-6-ylamino)-stilbene-2,2′-disulfonic acid was reacted with 2-aminonaphthalene-3,6,8-trisulfonic acid in a similar manner to Example 5.